This data is from the Open Reaction Database (ORD), a public repository of structured organic reaction records. The task is: describe an organic reaction: reactants, conditions, products, and yield Starting materials: ClC(=O)OC=C (Vinyl chloroformate), C(C1=CC=CC=C1)=O (benzaldehyde), ClCCCl (1,2-dichloroethane), N1=CC=CC=C1 (pyridine). Run at temperature 80 celsius, time 1 day. Product: C(OC(C1=CC=CC=C1)Cl)(OC=C)=O (1-Chloro-1-phenylmethyl vinyl carbonate). Isolated yield 50.0%. RXN SMILES: Cl[C:2]([O:4][CH:5]=[CH2:6])=[O:3].[CH:7](=[O:14])[C:8]1[CH:13]=[CH:12][CH:11]=[CH:10][CH:9]=1.N1C=CC=CC=1.[Cl:21]CCCl>>[C:2](=[O:3])([O:4][CH:5]=[CH2:6])[O:14][CH:7]([Cl:21])[C:8]1[CH:13]=[CH:12][CH:11]=[CH:10][CH:9]=1. Procedure: Vinyl chloroformate (3.0 g, 0.028 mol) and benzaldehyde (4.14 g, 0.039 mol) were dissolved in 1,2-dichloroethane (30 ml) and pyridine (0.1 g, 1.28 mol) was added dropwise to the stirred solution. The solution was stirred for 1 day at 80° C., washed with water (25 ml), and the aqueous phase was back extracted with methylene chloride (25 ml). The combined organic phases were dried (MgSO4) and concentrated to give 3.0 g (50%) of the title product.